Dataset: the Open Reaction Database (ORD), a public repository of structured organic reaction records. Task: describe an organic reaction: reactants, conditions, products, and yield Starting materials: CCO, NN, CN(C)C(=O)Sc1ccc2c(c1)CC(N1C(=O)c3ccccc3C1=O)C2. The product is CN(C)C(=O)Sc1ccc2c(c1)CC(N)C2. RXN SMILES: [CH3:29][CH2:30][OH:31].[NH2:27][NH2:28].[O:1]=[C:2]1[N:3]([CH:12]2[CH2:13][c:14]3[cH:15][cH:16][c:17]([S:21][C:22]([N:23]([CH3:24])[CH3:25])=[O:26])[cH:18][c:19]3[CH2:20]2)[C:10](=[O:11])[c:5]2[c:4]1[cH:9][cH:8][cH:7][cH:6]2>>[NH2:3][CH:12]1[CH2:13][c:14]2[cH:15][cH:16][c:17]([S:21][C:22]([N:23]([CH3:24])[CH3:25])=[O:26])[cH:18][c:19]2[CH2:20]1.